Dataset: the Open Reaction Database (ORD), a public repository of structured organic reaction records. Task: describe an organic reaction: reactants, conditions, products, and yield The reactants are C1(CCCCC1)C1=CC2=C(N=C(N=C2CO)C)S1 ((6-cyclohexyl-2-methylthieno[2,3-d]pyrimidin-4-yl)methanol), C(Cl)Cl (DCM), S(=O)(Cl)Cl (thionyl chloride). Solvent: CN(C)C=O (DMF). Conditions: time 2 hour. Yields the product ClCC=1C2=C(N=C(N1)C)SC(=C2)C2CCCCC2 (4-(chloromethyl)-6-cyclohexyl-2-methylthieno[2,3-d]pyrimidine). As a reaction SMILES: [CH:1]1([C:7]2[S:18][C:10]3[N:11]=[C:12]([CH3:17])[N:13]=[C:14]([CH2:15]O)[C:9]=3[CH:8]=2)[CH2:6][CH2:5][CH2:4][CH2:3][CH2:2]1.C(Cl)[Cl:20].S(Cl)(Cl)=O>CN(C=O)C>[Cl:20][CH2:15][C:14]1[C:9]2[CH:8]=[C:7]([CH:1]3[CH2:6][CH2:5][CH2:4][CH2:3][CH2:2]3)[S:18][C:10]=2[N:11]=[C:12]([CH3:17])[N:13]=1. Reported procedure: To a mixture of (6-cyclohexyl-2-methylthieno[2,3-d]pyrimidin-4-yl)methanol (1.28 g) and DCM (20 mL) were added thionyl chloride (1 mL) and DMF (50 μL), followed by stirring at room temperature for 2 hours. The reaction mixture was concentrated under reduced pressure, azeotroped with toluene, and dried. To the residue was added EtOAc. The organic layer was washed sequentially with saturated aqueous sodium bicarbonate and brine. The organic layer was dried over MgSO4 and then concentrated under re... RXN SMILES: [CH2:28]1[CH2:29][CH2:30][C:31]2=[N:36][CH2:35][CH2:34][CH2:33][N:32]2[CH2:37][CH2:38]1.[CH3:1][O:2][c:3]1[cH:4][cH:5][c:6]([CH2:7][NH2:8])[cH:9][cH:10]1.[Cl:11][C:12]([C:13](=[O:14])[NH:15][c:16]1[c:17]2[cH:18][cH:19][n:20][cH:21][c:22]2[cH:23][cH:24][cH:25]1)([Cl:26])[Cl:27]>>[CH3:1][O:2][c:3]1[cH:4][cH:5][c:6]([CH2:7][NH:8][C:13](=[O:14])[NH:15][c:16]2[c:17]3[cH:18][cH:19][n:20][cH:21][c:22]3[cH:23][cH:24][cH:25]2)[cH:9][cH:10]1. Product: COc1ccc(CNC(=O)Nc2cccc3cnccc23)cc1. Reactants: C1CCC2=NCCCN2CC1, COc1ccc(CN)cc1, O=C(Nc1cccc2cnccc12)C(Cl)(Cl)Cl. The product is O=[N+]([O-])c1cnc(N2CCC(O)C2)nc1. Reactants: O=[N+]([O-])c1cnc(Cl)nc1, OC1CCNC1. As a reaction SMILES: [Cl:7][c:8]1[n:9][cH:10][c:11]([N+:14](=[O:15])[O-:16])[cH:12][n:13]1.[OH:1][CH:2]1[CH2:3][NH:4][CH2:5][CH2:6]1>>[OH:1][CH:2]1[CH2:3][N:4]([c:8]2[n:9][cH:10][c:11]([N+:14](=[O:15])[O-:16])[cH:12][n:13]2)[CH2:5][CH2:6]1.